From a dataset of the Open Reaction Database (ORD), a public repository of structured organic reaction records. describe an organic reaction: reactants, conditions, products, and yield The product is C(C)NC1CCC=2NC3=C(C=CC=C3C2C1)F (3-(ethylamino)-8-fluoro-1,2,3,4-tetrahydrocarbazole). Starting materials: CN1C2=C(C=C(C=C2C=2CCCC(C12)NC(C1=CC=CC=C1)=O)F)F (N-methylbenzamido-6,8-difluoro-1,2,3,4-tetrahydrocarbazole), C(C)(=O)NC1CCC=2NC3=C(C=CC=C3C2C1)F (3-acetamido-8-fluoro-1,2,3,4-tetrahydrocarbazole). As a reaction SMILES: CN1C2C(NC(=O)C3C=CC=CC=3)CCCC=2C2C1=C(F)C=C(F)C=2.[C:26]([NH:29][CH:30]1[CH2:42][C:41]2[C:40]3[C:35](=[C:36]([F:43])[CH:37]=[CH:38][CH:39]=3)[NH:34][C:33]=2[CH2:32][CH2:31]1)(=O)[CH3:27]>>[CH2:26]([NH:29][CH:30]1[CH2:42][C:41]2[C:40]3[C:35](=[C:36]([F:43])[CH:37]=[CH:38][CH:39]=3)[NH:34][C:33]=2[CH2:32][CH2:31]1)[CH3:27]. Procedure: Following a reductive procedure similar to that described in Example 260 but substituting for 3-(N-methylbenzamido-6,8-difluoro-1,2,3,4-tetrahydrocarbazole an equivalent amount of 3-acetamido-8-fluoro-1,2,3,4-tetrahydrocarbazole there can be obtained 3-(ethylamino)-8-fluoro-1,2,3,4-tetrahydrocarbazole. The reactants are O.Cl.FC([C@](N)(CCCN)C(=O)O)F ((+)-α-difluoromethylornithine monohydrochloride monohydrate). Solvent: CO (MeOH). Product: FC([C@](N)(CCCN)C(=O)O)F ((+)-α-difluoromethylornithine). Reaction SMILES: O.Cl.[F:3][CH:4]([F:14])[C@@:5]([C:11]([OH:13])=[O:12])([CH2:7][CH2:8][CH2:9][NH2:10])[NH2:6]>CO>[F:3][CH:4]([F:14])[C@@:5]([C:11]([OH:13])=[O:12])([CH2:7][CH2:8][CH2:9][NH2:10])[NH2:6] |f:0.1.2|. Reported procedure: From the evaporated mother liquor of the resolution from Example 1, according to the process described above, (+)-α-difluoromethylornithine monohydrochloride monohydrate was isolated with an optical rotation of [α]20D=+3.1° (c=7.0 in MeOH). Starting materials: CCOC(C)=O, CCO, O=S(=O)(c1ccc(F)cc1)c1ccc(C=Cc2ccc(F)cc2)nc1, [H][H], [Pd]. Product: O=S(=O)(c1ccc(F)cc1)c1ccc(CCc2ccc(F)cc2)nc1. Reaction SMILES: [CH3:26][CH2:27][O:28][C:29](=[O:30])[CH3:31].[CH3:34][CH2:35][OH:36].[F:1][c:2]1[cH:3][cH:4][c:5]([S:8](=[O:9])(=[O:10])[c:11]2[cH:12][cH:13][c:14]([CH:17]=[CH:18][c:19]3[cH:20][cH:21][c:22]([F:25])[cH:23][cH:24]3)[n:15][cH:16]2)[cH:6][cH:7]1.[H:32][H:33].[Pd:37]>>[F:1][c:2]1[cH:3][cH:4][c:5]([S:8](=[O:9])(=[O:10])[c:11]2[cH:12][cH:13][c:14]([CH2:17][CH2:18][c:19]3[cH:20][cH:21][c:22]([F:25])[cH:23][cH:24]3)[n:15][cH:16]2)[cH:6][cH:7]1. Reactants: IC=1C=C(C=CC1OC)C1=C(C=C(C(=O)OC)C=C1)C (methyl 4-(3-iodo-4-methoxyphenyl)-3-methylbenzoate), C(C)(C)[Mg]Cl (isopropyl magnesium chloride), B(OC)(OC)OC (trimethyl borate). Run in O1CCCC1 (tetrahydrofuran). Conditions: temperature -15 celsius, time 60 minute. Yields the product COC1=C(C=C(C=C1)C1=C(C=C(C=C1)C(=O)OC)C)B(O)O ([4-methoxy-4′-(methoxycarbonyl)-2′-methylbiphenyl-3-yl]boronic acid). RXN SMILES: I[C:2]1[CH:3]=[C:4]([C:10]2[CH:19]=[CH:18][C:13]([C:14]([O:16][CH3:17])=[O:15])=[CH:12][C:11]=2[CH3:20])[CH:5]=[CH:6][C:7]=1[O:8][CH3:9].C([Mg]Cl)(C)C.[B:26](OC)([O:29]C)[O:27]C>O1CCCC1>[CH3:9][O:8][C:7]1[CH:6]=[CH:5][C:4]([C:10]2[CH:19]=[CH:18][C:13]([C:14]([O:16][CH3:17])=[O:15])=[CH:12][C:11]=2[CH3:20])=[CH:3][C:2]=1[B:26]([OH:29])[OH:27]. Reported procedure: Into a 10000-mL 4-necked round-bottom flask purged and maintained with an inert atmosphere of nitrogen was placed a solution of methyl 4-(3-iodo-4-methoxyphenyl)-3-methylbenzoate (600 g, 1.57 mol, 1.00 equiv) in tetrahydrofuran (5000 mL). This was followed by the addition of isopropyl magnesium chloride (960 mL, 1.20 equiv) dropwise with stirring at <−25° C. over 60 min. The reaction was maintained for 1 h at −15° C., followed by addition of trimethyl borate (329.2 g, 3.17 mol, 2.00 equiv) dropw... Reactants: CC1=C(C=C(C=C1)C)OC1=CC=C(C=N1)NC([C@@H](C)NC(OC(C)(C)C)=O)=O (1,1-dimethylethyl [(1R)-2-({6-[(2,5-dimethylphenyl)oxy]-3-pyridinyl}amino)-1-methyl-2-oxoethyl]carbamate), CC1=C(C=C(C=C1)C)OC1=CC=C(C=N1)NC([C@@H](C)NC(OC(C)(C)C)=O)=O (1,1-dimethylethyl [(1R)-2-({6-[(2,5-dimethylphenyl)oxy]-3-pyridinyl}amino)-1-methyl-2-oxoethyl]carbamate), C(=O)(C(F)(F)F)O (TFA). Solvent: ClCCl (dichloromethane). Conditions: temperature 0 celsius, time 3 hour. Yields the product CC1=C(C=C(C=C1)C)OC1=CC=C(C=N1)NC([C@H](N)C)=O (N1-{6-[(2,5-dimethylphenyl)oxy]-3-pyridinyl}-D-alaninamide). The yield is 110.3%. As a reaction SMILES: [CH3:1][C:2]1[CH:7]=[CH:6][C:5]([CH3:8])=[CH:4][C:3]=1[O:9][C:10]1[N:15]=[CH:14][C:13]([NH:16][C:17](=[O:28])[C@H:18]([NH:20]C(=O)OC(C)(C)C)[CH3:19])=[CH:12][CH:11]=1.C(O)(C(F)(F)F)=O>ClCCl>[CH3:1][C:2]1[CH:7]=[CH:6][C:5]([CH3:8])=[CH:4][C:3]=1[O:9][C:10]1[N:15]=[CH:14][C:13]([NH:16][C:17](=[O:28])[C@@H:18]([CH3:19])[NH2:20])=[CH:12][CH:11]=1. Procedure details: 1,1-dimethylethyl [(1R)-2-({6-[(2,5-dimethylphenyl)oxy]-3-pyridinyl}amino)-1-methyl-2-oxoethyl]carbamate (Intermediate 35, 60 mg) was dissolved in 4 mL of dry dichloromethane. To this solution, at 0° C., were added dropwise 40 equivalents of TFA (0.480 mL). The reaction was stirred for 3 hours 30 at 0° C. The reaction mixture was evaporated and then purified by SCX on a 5 g cartridge. 3 CV of methanol were used first, then the residue was adsorbed on the cartridge, washed with 5 CV of methanol a... Starting materials: C(C)OC(C1=CC(=C(C=C1)N)[N+](=O)[O-])=O (4-Amino-3-nitro-benzoic acid ethyl ester), C[Si](C#CC1=CC=CC=C1)(C)C (trimethyl-phenylethynyl-silane). The product is C(C)OC(=O)C=1C=C2C(=C(NC2=C(C1)[N+](=O)[O-])[Si](C)(C)C)C1=CC=CC=C1 (7-nitro-3-phenyl-2-trimethylsilanyl-1H-indole-5-carboxylic acid ethyl ester). Reaction SMILES: [CH2:1]([O:3][C:4](=[O:15])[C:5]1[CH:10]=[CH:9][C:8]([NH2:11])=[C:7]([N+:12]([O-:14])=[O:13])[CH:6]=1)[CH3:2].[CH3:16][Si:17]([CH3:27])([CH3:26])[C:18]#[C:19][C:20]1[CH:25]=[CH:24][CH:23]=[CH:22][CH:21]=1>>[CH2:1]([O:3][C:4]([C:5]1[CH:10]=[C:9]2[C:8](=[C:7]([N+:12]([O-:14])=[O:13])[CH:6]=1)[NH:11][C:18]([Si:17]([CH3:27])([CH3:16])[CH3:26])=[C:19]2[C:20]1[CH:21]=[CH:22][CH:23]=[CH:24][CH:25]=1)=[O:15])[CH3:2]. Reported procedure: 4-Amino-3-nitro-benzoic acid ethyl ester and trimethyl-phenylethynyl-silane were reacted according to the same procedures as Preparation 19 to give 7-nitro-3-phenyl-2-trimethylsilanyl-1H-indole-5-carboxylic acid ethyl ester. The product is Cl.NCCC1=C(OCCCC(=O)OCC)C=C(C=C1)C(C)C (ethyl 4-[2-(2-aminoethyl)-5-isopropylphenoxy]butyrate hydrochloride). Procedure: 4-[2-(2-tert-Butoxycarbonylaminoethyl)-5-isopropylphenoxy]-butyrate (0.283 g) was dissolved in 10 mL of 35% hydrogen chloride ethanol solution, and the mixture was stirred at room temperature for 5 hours. The solvent was removed under reduced pressure to give 0.235 g of ethyl 4-[2-(2-aminoethyl)-5-isopropylphenoxy]butyrate hydrochloride. The reactants are C(C)(C)(C)OC(=O)NCCC1=C(OCCCC(=O)[O-])C=C(C=C1)C(C)C (4-[2-(2-tert-Butoxycarbonylaminoethyl)-5-isopropylphenoxy]-butyrate), C(C)O.Cl (hydrogen chloride ethanol). Conditions: time 5 hour. RXN SMILES: C(OC([NH:8][CH2:9][CH2:10][C:11]1[CH:23]=[CH:22][C:21]([CH:24]([CH3:26])[CH3:25])=[CH:20][C:12]=1[O:13][CH2:14][CH2:15][CH2:16][C:17]([O-:19])=[O:18])=O)(C)(C)C.[CH2:27](O)[CH3:28].[ClH:30]>>[ClH:30].[NH2:8][CH2:9][CH2:10][C:11]1[CH:23]=[CH:22][C:21]([CH:24]([CH3:25])[CH3:26])=[CH:20][C:12]=1[O:13][CH2:14][CH2:15][CH2:16][C:17]([O:19][CH2:27][CH3:28])=[O:18] |f:1.2,3.4|.